This data is from the Open Reaction Database (ORD), a public repository of structured organic reaction records. The task is: describe an organic reaction: reactants, conditions, products, and yield The reactants are O (water), [H-].[Na+] (sodium hydride), FC1=NC=CC=C1C (2-fluoro-3-methyl pyridine), C(C1=CC=CC=C1)S (benzyl mercaptan). Solvent: CN(C=O)C (dimethylformamide). Run at time 1 hour. Yields the product CC=1C(=NC=CC1)SCC1=CC=CC=C1 (3-Methyl-2-(phenylmethylthio)-pyridine). The yield is 122.5%. Reaction SMILES: [H-].[Na+].[CH2:3]([SH:10])[C:4]1[CH:9]=[CH:8][CH:7]=[CH:6][CH:5]=1.F[C:12]1[C:17]([CH3:18])=[CH:16][CH:15]=[CH:14][N:13]=1.O>CN(C)C=O>[CH3:18][C:17]1[C:12]([S:10][CH2:3][C:4]2[CH:9]=[CH:8][CH:7]=[CH:6][CH:5]=2)=[N:13][CH:14]=[CH:15][CH:16]=1 |f:0.1|. Reported procedure: A suspension of 4.8 g (100 mmole) of sodium hydride in 50 mls of dimethylformamide was cooled to 0° and 11.6 ml (100 mmole) of benzyl mercaptan was added dropwise at 0°. After addition was complete, the reaction mixture was allowed to warm to 25° and stirred at this temperature for 1 hour. The reaction mixture was then re-cooled to 0° and 10.0 g (91 mmole) of 2-fluoro-3-methyl pyridine was added dropwise. The mixture was allowed to warm to 25° and stirred at this temperature for 18 hours. The mi... Starting materials: [H-].C(C(C)C)[Al+]CC(C)C (Diisobutylaluminum hydride), COC(\C=C\C=1C=NC(=NC1)C1=CC=CC=C1)=O ((2E)-3-(2-Phenyl-5-pyrimidinyl)-2-propenoic Acid Methyl Ester). Procedure: Diisobutylaluminum hydride (1.0 M solution in THF, 2.1 mL, 2.10 mmol) was added dropwise to a 0° C. solution of the product from step A (165 mg, 0.69 mmol) in methylene chloride (5 mL). The resulting solution was stirred for 15 min at 0° C., quenched with methanol (0.5 mL) followed by 15% aq. Rochelle salt (15 mL) and dichloromethane (5 mL), and allowed to stir at room temperature for 18 h. The layers were separated and the aqueous layer was extracted with methylene chloride (5 mL). The combined... As a reaction SMILES: [H-].C([Al+]CC(C)C)C(C)C.C[O:12][C:13](=O)/[CH:14]=[CH:15]/[C:16]1[CH:17]=[N:18][C:19]([C:22]2[CH:27]=[CH:26][CH:25]=[CH:24][CH:23]=2)=[N:20][CH:21]=1>C(Cl)Cl>[C:22]1([C:19]2[N:20]=[CH:21][C:16](/[CH:15]=[CH:14]/[CH2:13][OH:12])=[CH:17][N:18]=2)[CH:23]=[CH:24][CH:25]=[CH:26][CH:27]=1 |f:0.1|. Yield: 95.6%. The product is C1(=CC=CC=C1)C1=NC=C(C=N1)/C=C/CO ((2E)-3-(2-Phenyl-5-pyrimidinyl)-2-propen-1-ol). Solvent: C(Cl)Cl (methylene chloride). Run at temperature 0 celsius, time 15 minute. Starting materials: COC=1C=C2C(=CC=NC2=CC1OC)OC1=CC=C(N)C=C1 (4-[(6,7-Dimethoxy-4-quinolyl)oxy]aniline), ClC(Cl)(OC(OC(Cl)(Cl)Cl)=O)Cl (triphosgene), C([O-])(O)=O.[Na+] (sodium bicarbonate), NN1CCCCC1 (1-aminopiperidine). The solvent is C(C)N(CC)CC (triethylamine), C1(=CC=CC=C1)C (toluene), C(Cl)Cl (methylene chloride). Product: COC=1C=C2C(=CC=NC2=CC1OC)OC1=CC=C(C=C1)NC(=O)NN1CCCCC1 (N-{4-[(6,7-Dimethoxy-4-quinolyl)oxy]phenyl}-N′-(1-piperidinyl)urea). The yield is 56.2%. RXN SMILES: [CH3:1][O:2][C:3]1[CH:4]=[C:5]2[C:10](=[CH:11][C:12]=1[O:13][CH3:14])[N:9]=[CH:8][CH:7]=[C:6]2[O:15][C:16]1[CH:22]=[CH:21][C:19]([NH2:20])=[CH:18][CH:17]=1.ClC(Cl)(O[C:27](=[O:33])OC(Cl)(Cl)Cl)Cl.[NH2:35][N:36]1[CH2:41][CH2:40][CH2:39][CH2:38][CH2:37]1.C(=O)(O)[O-].[Na+]>C(Cl)Cl.C(N(CC)CC)C.C1(C)C=CC=CC=1>[CH3:1][O:2][C:3]1[CH:4]=[C:5]2[C:10](=[CH:11][C:12]=1[O:13][CH3:14])[N:9]=[CH:8][CH:7]=[C:6]2[O:15][C:16]1[CH:22]=[CH:21][C:19]([NH:20][C:27]([NH:35][N:36]2[CH2:41][CH2:40][CH2:39][CH2:38][CH2:37]2)=[O:33])=[CH:18][CH:17]=1 |f:3.4|. Procedure details: 4-[(6,7-Dimethoxy-4-quinolyl)oxy]aniline (50 mg) was added to toluene (5 ml), and triethylamine (0.5 ml), and the mixture was heated under reflux to prepare a solution. A solution of triphosgene (50 mg) in methylene chloride was then added thereto, and the mixture was heated under reflux for 10 min. Next, 1-aminopiperidine (50 mg) was added thereto, and the mixture was further stirred with heating under reflux for 3 hr. A saturated aqueous sodium bicarbonate solution was added to the reaction so... Procedure: 2-Methyl-2-(4-nitro-imidazol-1-yl)-propionaldehyde was reacted with pyrrolidine to provide the title compound: H1 NMR (400 MHz, CDCl3) 1.56 (s, 6H), 1.61 (m, 4H), 2.35 (m, 4H), 2.70 (m, 4H), 7.60 (s, 1H), 7.92 (s, 1H); MS m/z 239.2 (M+1). As a reaction SMILES: [CH3:1][C:2]([N:6]1[CH:10]=[C:9]([N+:11]([O-:13])=[O:12])[N:8]=[CH:7]1)([CH3:5])[CH:3]=O.[NH:14]1[CH2:18][CH2:17][CH2:16][CH2:15]1>>[CH3:1][C:2]([N:6]1[CH:10]=[C:9]([N+:11]([O-:13])=[O:12])[N:8]=[CH:7]1)([CH3:5])[CH2:3][N:14]1[CH2:18][CH2:17][CH2:16][CH2:15]1. Yields the product CC(CN1CCCC1)(C)N1C=NC(=C1)[N+](=O)[O-] (1-(1,1-Dimethyl-2-pyrrolidin-1-yl-ethyl)-4-nitro-1H-imidazole). The reactants are CC(C=O)(C)N1C=NC(=C1)[N+](=O)[O-] (2-Methyl-2-(4-nitro-imidazol-1-yl)-propionaldehyde), N1CCCC1 (pyrrolidine). Reactants: C[Li] (Methyl lithium), CON(C(=O)C1=CC(=CC=2C=C(OC21)C2=CC=C(C=C2)OC)OC)C (5-Methoxy-2-(4-methoxy-phenyl)-benzofuran-7-carboxylic acid methoxy-methyl-amide), Cl (HCl). Run in C1CCOC1 (THF). Run at time 1 hour. Yields the product COC=1C=C(C2=C(C=C(O2)C2=CC=C(C=C2)OC)C1)C(C)=O (1-[5-Methoxy-2-(4-methoxy-phenyl)-benzofuran-7-yl]-ethanone). The yield is 67.0%. RXN SMILES: CON(C)[C:4]([C:6]1[C:14]2[O:13][C:12]([C:15]3[CH:20]=[CH:19][C:18]([O:21][CH3:22])=[CH:17][CH:16]=3)=[CH:11][C:10]=2[CH:9]=[C:8]([O:23][CH3:24])[CH:7]=1)=[O:5].[CH3:26][Li].Cl>C1COCC1>[CH3:24][O:23][C:8]1[CH:7]=[C:6]([C:4](=[O:5])[CH3:26])[C:14]2[O:13][C:12]([C:15]3[CH:20]=[CH:19][C:18]([O:21][CH3:22])=[CH:17][CH:16]=3)=[CH:11][C:10]=2[CH:9]=1. Procedure: To a cooled (−78° C.) solution of 121 (0.6 g, 1.7 mmol) in THF (10 ml) was added Methyl lithium (3.4 ml of 1.0 M in THF) and the reaction was stirred for 1 hr. The solution was then poured into 2 N HCl and extracted with EtOAc which was separated, dried over MgSO4, and concentrated to give a solid which was triturated with MeOH and collected by filtration to give 122 as a white solid (0.35 g, 67%); 1H NMR (CDCl3) δ 7.78(d, 2 H, J=8.7 Hz), 7.44 (d, 1 H, 2.6 Hz), 7.24 (s, 1 H), 6.99 (d, 2 H, J=8.7... Starting materials: C(C)(C)(C)OC(=O)N([C@H](C(=O)N[C@H](C(=O)N1CC2=CC(=CC=C2C[C@H]1C(N[C@@H]1CCCC2=CC=CC=C12)=O)C(=O)N[C@H]1C[C@H](N(C1)C(=O)OCC1=CC=CC=C1)C(N[C@@H]1CCCC2=CC=CC=C12)=O)C(C)(C)C)C)C ((2S,4S)-benzyl 4-((S)-2-((S)-2-((S)-2-((tert-butoxycarbonyl)(methyl)amino)propanamido)-3,3-dimethylbutanoyl)-3-(((R)-1,2,3,4-tetrahydronaphthalen-1-yl)carbamoyl)-1,2,3,4-tetrahydroisoquinoline-7-carboxamido)-2-(((R)-1,2,3,4-tetrahydronaphthalen-1-yl)carbamoyl)pyrrolidine-1-carboxylate). The reagents and catalysts are [OH-].[OH-].[Pd+2] (Pd(OH)2 on carbon). Run in CO (MeOH). Run at time 2 hour. The product is CC([C@@H](C(=O)N1CC2=CC(=CC=C2C[C@H]1C(=O)N[C@@H]1CCCC2=CC=CC=C12)C(=O)N[C@@H]1CN([C@@H](C1)C(N[C@@H]1CCCC2=CC=CC=C12)=O)C([C@H](C(C)(C)C)NC([C@H](C)NC)=O)=O)NC([C@H](C)NC)=O)(C)C ((S)-2-((S)-3,3-Dimethyl-2-((S)-2-(methylamino)propanamido)butanoyl)-N7-((3S,5S)-1-((S)-3,3-dimethyl-2-((S)-2-(methylamino)propanamido)butanoyl)-5-(((R)-1,2,3,4-tetrahydronaphthalen-1-yl)carbamoyl)pyrrolidin-3-yl)-N3—((R)-1,2,3,4-tetrahydronaphthalen-1-yl)-1,2,3,4-tetrahydroisoquinoline-3,7-dicarboxamide). The yield is 95.2%. RXN SMILES: C(OC([N:8]([CH3:75])[C@@H:9]([CH3:74])[C:10]([NH:12][C@@H:13]([C:70]([CH3:73])([CH3:72])[CH3:71])[C:14]([N:16]1[C@H:25]([C:26](=[O:38])[NH:27][C@H:28]2[C:37]3[C:32](=[CH:33][CH:34]=[CH:35][CH:36]=3)[CH2:31][CH2:30][CH2:29]2)[CH2:24][C:23]2[C:18](=[CH:19][C:20]([C:39]([NH:41][C@@H:42]3[CH2:46][N:45]([C:47](OCC4C=CC=CC=4)=[O:48])[C@H:44]([C:57](=[O:69])[NH:58][C@H:59]4[C:68]5[C:63](=[CH:64][CH:65]=[CH:66][CH:67]=5)[CH2:62][CH2:61][CH2:60]4)[CH2:43]3)=[O:40])=[CH:21][CH:22]=2)[CH2:17]1)=[O:15])=[O:11])=O)(C)(C)C>CO.[OH-].[OH-].[Pd+2]>[CH3:71][C:70]([CH3:73])([CH3:72])[C@H:13]([NH:12][C:10](=[O:11])[C@@H:9]([NH:8][CH3:75])[CH3:74])[C:14]([N:16]1[C@H:25]([C:26]([NH:27][C@H:28]2[C:37]3[C:32](=[CH:33][CH:34]=[CH:35][CH:36]=3)[CH2:31][CH2:30][CH2:29]2)=[O:38])[CH2:24][C:23]2[C:18](=[CH:19][C:20]([C:39]([NH:41][C@H:42]3[CH2:43][C@@H:44]([C:57](=[O:69])[NH:58][C@H:59]4[C:68]5[C:63](=[CH:64][CH:65]=[CH:66][CH:67]=5)[CH2:62][CH2:61][CH2:60]4)[N:45]([C:47](=[O:48])[C@@H:13]([NH:12][C:10](=[O:11])[C@@H:9]([NH:8][CH3:75])[CH3:74])[C:70]([CH3:71])([CH3:73])[CH3:72])[CH2:46]3)=[O:40])=[CH:21][CH:22]=2)[CH2:17]1)=[O:15] |f:2.3.4|. Procedure details: To a 50 mL pressure flask containing Pd(OH)2 on carbon (2 mg, 0.02 mmol) was added a solution of (2S,4S)-benzyl 4-((S)-2-((S)-2-((S)-2-((tert-butoxycarbonyl)(methyl)amino)propanamido)-3,3-dimethylbutanoyl)-3-(((R)-1,2,3,4-tetrahydronaphthalen-1-yl)carbamoyl)-1,2,3,4-tetrahydroisoquinoline-7-carboxamido)-2-(((R)-1,2,3,4-tetrahydronaphthalen-1-yl)carbamoyl)pyrrolidine-1-carboxylate (177 mg, 0.17 mmol) in MeOH (5.8 mL). The resulting reaction mixture was stirred under H2 at 15 psi for 2 h and then ... Starting materials: [Li] (lithium), [NH2-].[Li+] (Lithium amide), N (ammonia), COC=1C=C2C(=C(NC2=CC1)C(=O)OC)OC(C)C (methyl 5-methoxy-3-(1-methylethoxy)-1H-indole-2-carboxylate), Heterocyclic, N (ammonia). Run in O1CCCC1 (tetrahydrofuran). Reaction conditions: time 1 hour. Product: COC=1C=C2C(=C(NC2=CC1)C(=O)N)OC(C)C (5-Methoxy-3-(1-methylethoxy)-1H-indole-2-carboxamide). Isolated yield 76.0%. As a reaction SMILES: [NH2-:1].[Li+].N.[Li].[CH3:5][O:6][C:7]1[CH:8]=[C:9]2[C:13](=[CH:14][CH:15]=1)[NH:12][C:11]([C:16](OC)=[O:17])=[C:10]2[O:20][CH:21]([CH3:23])[CH3:22]>O1CCCC1>[CH3:5][O:6][C:7]1[CH:8]=[C:9]2[C:13](=[CH:14][CH:15]=1)[NH:12][C:11]([C:16]([NH2:1])=[O:17])=[C:10]2[O:20][CH:21]([CH3:23])[CH3:22] |f:0.1,^1:3|. Procedure: Lithium amide in liquid ammonia is prepared as described by Unangst PC and Carethers ME, J. Heterocyclic Chem. 1984;21:709, from lithium metal ribbon (0.059 g, 8.5 mmol). A solution of methyl 5-methoxy-3-(1-methylethoxy)-1H-indole-2-carboxylate (0.15 g, 0.57 mmol; Unangst PC, et al., J, Heterocyclic Chem. 1987;24:811) in 4.0 mL of tetrahydrofuran is added dropwise. The mixture is stirred for 1 hour and the excess ammonia is allowed to evaporate. The residue is diluted with ethyl acetate, and the... Reactants: CC(C)([O-])C.[K+] (potassium tert-butoxide), C([O-])(O)=O.[Na+] (sodium bicarbonate), [Si](C)(C)(C(C)(C)C)OC[C@H](CNC(OC(C)(C)C)=O)N1C(=NC=2C=NC=3C=CC=CC3C21)CCl (tert-Butyl (2S)-3-{[tert-butyl(dimethyl)silyl]oxy}-2-[2-(chloromethyl)-1H-imidazo[4,5-c]quinolin-1-yl]propylcarbamate), solution, [F-].C(CCC)[N+](CCCC)(CCCC)CCCC (tetrabutylammonium fluoride), C([O-])(O)=O.[Na+] (sodium bicarbonate). Solvent: C(Cl)(Cl)Cl (CHCl3), C(Cl)(Cl)Cl.CO (CHCl3 methanol), O1CCCC1 (THF), C(Cl)Cl (CH2Cl2), O1CCCC1 (tetrahydrofuran), O1CCCC1 (THF). Conditions: temperature -78 celsius. Yields the product C1=C2C3=C(C=NC2=CC=C1)N=C1N3[C@H](COC1)CNC(OC(C)(C)C)=O (tert-butyl (11S)-10,11-dihydro-8H-[1,4]oxazino[4′,3′:1,2]imidazo[4,5-c]quinolin-11-ylmethylcarbamate). The yield is 74.2%. As a reaction SMILES: [Si]([O:8][CH2:9][C@@H:10]([N:20]1[C:32]2[C:31]3[CH:30]=[CH:29][CH:28]=[CH:27][C:26]=3[N:25]=[CH:24][C:23]=2[N:22]=[C:21]1[CH2:33]Cl)[CH2:11][NH:12][C:13](=[O:19])[O:14][C:15]([CH3:18])([CH3:17])[CH3:16])(C(C)(C)C)(C)C.[F-].C([N+](CCCC)(CCCC)CCCC)CCC.C(=O)(O)[O-].[Na+].CC(C)([O-])C.[K+]>O1CCCC1.C(Cl)(Cl)Cl.C(Cl)(Cl)Cl.CO.C(Cl)Cl>[CH:30]1[CH:29]=[CH:28][CH:27]=[C:26]2[C:31]=1[C:32]1[N:20]3[C@@H:10]([CH2:11][NH:12][C:13](=[O:19])[O:14][C:15]([CH3:16])([CH3:17])[CH3:18])[CH2:9][O:8][CH2:33][C:21]3=[N:22][C:23]=1[CH:24]=[N:25]2 |f:1.2,3.4,5.6,9.10|. Procedure: tert-Butyl (2S)-3-{[tert-butyl(dimethyl)silyl]oxy}-2-[2-(chloromethyl)-1H-imidazo[4,5-c]quinolin-1-yl]propylcarbamate (3.11 g, 6.16 mmol) was dissolved in 60 mL of tetrahydrofuran (THF) and the solution was cooled to −78° C. under N2. A 1.0 M solution of tetrabutylammonium fluoride in THF (6.8 mL) was added and the reaction mixture was allowed to warm to −10° C. over 2 hours. The reaction mixture was then treated with 50 mL of saturated sodium bicarbonate solution and 200 mL of CH2Cl2. The layer... Reaction conditions: temperature 20 celsius, time 90 minute. Procedure: 5.00 g (52.2 mmol) of 3-mercaptopropanoic acid (Aldrich Chemical Co., Milwaukee, Wis.) in 75 ml of dry methylene chloride was added to a solution of 5.96 g (52.2 mmol) of methoxycarbonylsulfenyl chloride (Fluka Chemika, Long Island, N.Y.) in 150 ml of dry methylene chloride. The mixture was stirred at 15-25° C. for 90 minutes and then concentrated. The residue was redissolved in 150 ml of dry methylene chloride and dropwise treated with 5.80 g (52.2 mmol) of 2-mercaptopyridine (Aldrich Chemical ... Product: C1=CC=NC(=C1)SSCCC(=O)O (3-(2-Pyridinyldithio)propanoic Acid). Reaction SMILES: [SH:1][CH2:2][CH2:3][C:4]([OH:6])=[O:5].COC(SCl)=O.[SH:13][C:14]1[CH:19]=[CH:18][CH:17]=[CH:16][N:15]=1>C(Cl)Cl>[CH:18]1[CH:19]=[C:14]([S:13][S:1][CH2:2][CH2:3][C:4]([OH:6])=[O:5])[N:15]=[CH:16][CH:17]=1. Starting materials: SC1=NC=CC=C1 (2-mercaptopyridine), SCCC(=O)O (3-mercaptopropanoic acid), COC(=O)SCl (methoxycarbonylsulfenyl chloride). The solvent is C(Cl)Cl (methylene chloride), C(Cl)Cl (methylene chloride), C(Cl)Cl (methylene chloride). Yield: 99.7%.